This data is from the Open Reaction Database (ORD), a public repository of structured organic reaction records. The task is: describe an organic reaction: reactants, conditions, products, and yield The reactants are COCC(=O)OC(C(C(C)C)CC(C1OC(C(C1)C(C)C)=O)N=[N+]=[N-])C=1C=C2C(=CN(C2=CC1)COCC[Si](C)(C)C)CCCOC (2-[2 azido-2-(4-isopropyl-5-oxotetrahydrofuran-2-yl)ethyl]-1-[3-(3-methoxypropyl)-1-(2-trimethylsilanylethoxymethyl)-1H-indol-5-yl]-3-methylbutyl methoxyacetate), C(O)CN (ethanolamine). The reagents and catalysts are [Pd] (Pd/C). Run in C(C)O (ethanol). Yields the product NC(CC(C(C)C)CC=1C=C2C(=CN(C2=CC1)COCC[Si](C)(C)C)CCCOC)C1CC(C(O1)=O)C(C)C (5-{1-Amino-3-(3-[3-methoxypropyl)-1-(2-trimethylsilanylethoxymethyl)-1H-indol-5-yl-methyl]-4-methylpentyl}-3-isopropyldihydrofuran-2-one), SiO2. RXN SMILES: COCC(O[CH:7]([C:26]1[CH:27]=[C:28]2[C:32](=[CH:33][CH:34]=1)[N:31]([CH2:35][O:36][CH2:37][CH2:38][Si:39]([CH3:42])([CH3:41])[CH3:40])[CH:30]=[C:29]2[CH2:43][CH2:44][CH2:45][O:46][CH3:47])[CH:8]([CH2:12][CH:13]([N:23]=[N+]=[N-])[CH:14]1[CH2:18][CH:17]([CH:19]([CH3:21])[CH3:20])[C:16](=[O:22])[O:15]1)[CH:9]([CH3:11])[CH3:10])=O.C(CN)O>C(O)C.[Pd]>[NH2:23][CH:13]([CH:14]1[O:15][C:16](=[O:22])[CH:17]([CH:19]([CH3:21])[CH3:20])[CH2:18]1)[CH2:12][CH:8]([CH2:7][C:26]1[CH:27]=[C:28]2[C:32](=[CH:33][CH:34]=1)[N:31]([CH2:35][O:36][CH2:37][CH2:38][Si:39]([CH3:40])([CH3:42])[CH3:41])[CH:30]=[C:29]2[CH2:43][CH2:44][CH2:45][O:46][CH3:47])[CH:9]([CH3:11])[CH3:10]. Procedure: The stirred solution of 1.86 g of 2-[2 azido-2-(4-isopropyl-5-oxotetrahydrofuran-2-yl)ethyl]-1-[3-(3-methoxypropyl)-1-(2-trimethylsilanylethoxymethyl)-1H-indol-5-yl]-3-methylbutyl methoxyacetate (diastereomer mixture) in 100 ml of ethanol is hydrogenated at 0° C. in the presence of 0.165 ml of ethanolamine and 1.88 g of 10% Pd/C over 6 hours. The reaction mixture is clarified by filtration and the filtrate is concentrated by evaporation. The residue is admixed with 100 ml of 1M sodium hydrogenca...